From a dataset of the Open Reaction Database (ORD), a public repository of structured organic reaction records. describe an organic reaction: reactants, conditions, products, and yield The reactants are BrC1=CC=C(C=C1)C(C(=NO)C1=CC(=NC=C1)F)=O (1 -(4-bromophenyl)-2-(2-fluoropyridin-4-yl)ethane-1,2-dione 2-oxime), ClC1=C(C=O)C=CC=C1 (2-chlorobenzaldehyde), C(C)(=O)[O-].[NH4+] (ammonium acetate). Solvent: C(C)(=O)O (acetic acid). The product is BrC1=CC=C(C=C1)C=1N=C(N(C1C1=CC(NC=C1)=O)O)C1=C(C=CC=C1)Cl (4-[4-(4-bromophenyl)-2-(2-chlorophenyl)-1-hydroxy-1H-imidazol-5-yl]pyridin-2(1H)-one). As a reaction SMILES: [Br:1][C:2]1[CH:7]=[CH:6][C:5]([C:8](=O)[C:9]([C:12]2C=C[N:15]=[C:14](F)[CH:13]=2)=[N:10][OH:11])=[CH:4][CH:3]=1.[Cl:20][C:21]1[CH:28]=[CH:27][CH:26]=[CH:25][C:22]=1[CH:23]=O.[C:29]([O-:32])(=O)[CH3:30].[NH4+:33]>C(O)(=O)C>[Br:1][C:2]1[CH:7]=[CH:6][C:5]([C:8]2[N:33]=[C:23]([C:22]3[CH:25]=[CH:26][CH:27]=[CH:28][C:21]=3[Cl:20])[N:10]([OH:11])[C:9]=2[C:12]2[CH:13]=[CH:14][NH:15][C:29](=[O:32])[CH:30]=2)=[CH:4][CH:3]=1 |f:2.3|. Procedure: Using the general procedure found in Example 1 Step C, the intermediate from Example 1 Step B was combined with 2-chlorobenzaldehyde, ammonium acetate and acetic acid. The reactants are CN(CCNC(=O)N1CCN(CC1)C1=CC=C(C=C1)F)C (N-[2-(Dimethylamino)ethyl]-4-(4-fluorophenyl)-1-piperazinecarboxamide), C(=O)(N1C=NC=C1)N1C=NC=C1 (1,1'-carbonyldiimidazole), NCCN1CCCC1 (N-(2-aminoethyl)pyrrolidine), FC1=CC=C(C=C1)N1CCNCC1 (1-(4-fluorophenyl)piperazine). Run in O1CCCC1 (tetrahydrofuran). Yields the product FC1=CC=C(C=C1)N1CCN(CC1)C(=O)NCCN1CCCC1 (4-(4-Fluorophenyl)-N-[2-(1-pyrrolidinyl)ethyl]-1-piperazinecarboxamide). RXN SMILES: [CH3:1][N:2]([CH3:21])[CH2:3][CH2:4][NH:5][C:6]([N:8]1[CH2:13][CH2:12][N:11]([C:14]2[CH:19]=[CH:18][C:17]([F:20])=[CH:16][CH:15]=2)[CH2:10][CH2:9]1)=[O:7].C(N1C=CN=C1)(N1[CH:28]=[CH:27]N=C1)=O.NCCN1CCCC1.FC1C=CC(N2CCNCC2)=CC=1>O1CCCC1>[F:20][C:17]1[CH:16]=[CH:15][C:14]([N:11]2[CH2:12][CH2:13][N:8]([C:6]([NH:5][CH2:4][CH2:3][N:2]3[CH2:21][CH2:28][CH2:27][CH2:1]3)=[O:7])[CH2:9][CH2:10]2)=[CH:19][CH:18]=1. Reported procedure: This compound was prepared according to the procedure used to synthesize the compound of Example 11. A mixture of 10.4 g (0.064 mole) of 1,1'-carbonyldiimidazole, 7.3 g (0.064 mole) of N-(2-aminoethyl)pyrrolidine and 11.5 g (0.064 mole) of 1-(4-fluorophenyl)piperazine in a total volume of 500 ml of tetrahydrofuran gave an oil that solidified when triturated with petroleum ether. The collected solid was recrystallized from benzene to give 2.8 g of the title compound as a white solid, m.p. 100°-10... Reactants: C=CCOCC1CN(CCC)CCO1, Cl, [Na+], [OH-], O. The product is CCCN1CCOC(CO)C1. Reaction SMILES: [CH2:1]([CH:2]=[CH2:3])[O:4][CH2:5][CH:6]1[O:7][CH2:8][CH2:9][N:10]([CH2:12][CH2:13][CH3:14])[CH2:11]1.[ClH:17].[Na+:16].[OH-:15].[OH2:18]>>[OH:4][CH2:5][CH:6]1[O:7][CH2:8][CH2:9][N:10]([CH2:12][CH2:13][CH3:14])[CH2:11]1. The reactants are O=Cc1cccc(Br)c1, C1CCOC1, CC(C)(C)[O-], CC#N, [K+]. The product is N#CCC(O)c1cccc(Br)c1. Reaction SMILES: [Br:10][c:11]1[cH:12][c:13]([CH:14]=[O:15])[cH:16][cH:17][cH:18]1.[CH2:19]1[O:20][CH2:21][CH2:22][CH2:23]1.[CH3:1][C:2]([CH3:3])([O-:4])[CH3:5].[CH3:7][C:8]#[N:9].[K+:6]>>[CH2:7]([C:8]#[N:9])[CH:14]([c:13]1[cH:12][c:11]([Br:10])[cH:18][cH:17][cH:16]1)[OH:15]. Reactants: S(=O)(Cl)Cl (thionyl chloride), CC1=C(CO)C(=CC=C1)NC(=O)OC (2-methyl-6-methoxycarbonylaminobenzyl alcohol), resultant mixture. The solvent is C(Cl)Cl (methylene chloride). Yields the product CC1=C(CCl)C(=CC=C1)NC(=O)OC (2-methyl-6-methoxycarbonylaminobenzyl chloride). As a reaction SMILES: [CH3:1][C:2]1[CH:9]=[CH:8][CH:7]=[C:6]([NH:10][C:11]([O:13][CH3:14])=[O:12])[C:3]=1[CH2:4]O.S(Cl)([Cl:17])=O>C(Cl)Cl>[CH3:1][C:2]1[CH:9]=[CH:8][CH:7]=[C:6]([NH:10][C:11]([O:13][CH3:14])=[O:12])[C:3]=1[CH2:4][Cl:17]. Procedure: To a suspension of 2-methyl-6-methoxycarbonylaminobenzyl alcohol (29.19 g) in methylene chloride (290 ml) was added dropwise thionyl chloride (11.46 ml) at room temperature and the resultant mixture was stirred for 2 hours. After the solvent was evaporated in vacuo, n-hexane was added to the residue to give precipitates. The precipitates were collected by filtration and dried to give 2-methyl-6-methoxycarbonylaminobenzyl chloride (28.26 g).